The task is: describe an organic reaction: reactants, conditions, products, and yield. This data is from the Open Reaction Database (ORD), a public repository of structured organic reaction records. Reactants: OC1=C2CCNC(C2=CC=C1)=O (5-hydroxy-3,4-dihydroisoquinolin-1(2H)-one), BrCC1=CC=C(C=C1)SC(F)(F)F (1-(bromomethyl)-4-[(trifluoromethyl)sulphanyl]benzene). The solvent is C(C)O (ethanol). The product is FC(F)(F)SC1=CC=C(COC2=C3CCNC(C3=CC=C2)=O)C=C1 (5-({4-[(Trifluoromethyl)sulphanyl]benzyl}oxy)-3,4-dihydroisoquinolin-1(2H)-one). RXN SMILES: [OH:1][C:2]1[CH:11]=[CH:10][CH:9]=[C:8]2[C:3]=1[CH2:4][CH2:5][NH:6][C:7]2=[O:12].Br[CH2:14][C:15]1[CH:20]=[CH:19][C:18]([S:21][C:22]([F:25])([F:24])[F:23])=[CH:17][CH:16]=1>C(O)C>[F:23][C:22]([S:21][C:18]1[CH:19]=[CH:20][C:15]([CH2:14][O:1][C:2]2[CH:11]=[CH:10][CH:9]=[C:8]3[C:3]=2[CH2:4][CH2:5][NH:6][C:7]3=[O:12])=[CH:16][CH:17]=1)([F:25])[F:24]. Reported procedure: 166 mg (1.017 mmol) of 5-hydroxy-3,4-dihydroisoquinolin-1(2H)-one, 289 mg (1.068 mmol) of 1-(bromomethyl)-4-[(trifluoromethyl)sulphanyl]benzene and 365 mg (2.645 mmol) were suspended in 3 ml of ethanol and stirred under reflux for 6 h. After cooling, the insoluble constituents were filtered off and the solvent was removed under reduced pressure. The residue was dissolved in chloroform and water. The phases were separated, the organic phase was dried over sodium sulphate and the solvent was remov... Starting materials: FC(C(=CC(=O)O)C(F)(F)F)(F)F (4,4,4-trifluoro-3-trifluoromethylbut-2-enoic acid), C1(CC1)CCNC(=O)C=1N=NC(=CC1)N1CCNCC1 (6-piperazin-1-yl-pyridazine-3-carboxylic acid (2-cyclopropylethyl)amide). Yields the product C1(CC1)CCNC(=O)C=1N=NC(=CC1)N1CCN(CC1)C(C=C(C(F)(F)F)C(F)(F)F)=O (6-[4-(4,4,4-TRIFLUORO-3-TRIFLUOROMETHYLBUT-2-ENOYL)PIPERAZIN-1-YL]PYRIDAZINE-3-CARBOXYLIC ACID (2-CYCLOPROPYLETHYL)AMIDE), powder. The yield is 45.4%. As a reaction SMILES: [F:1][C:2]([F:13])([F:12])[C:3]([C:8]([F:11])([F:10])[F:9])=[CH:4][C:5](O)=[O:6].[CH:14]1([CH2:17][CH2:18][NH:19][C:20]([C:22]2[N:23]=[N:24][C:25]([N:28]3[CH2:33][CH2:32][NH:31][CH2:30][CH2:29]3)=[CH:26][CH:27]=2)=[O:21])[CH2:16][CH2:15]1>>[CH:14]1([CH2:17][CH2:18][NH:19][C:20]([C:22]2[N:23]=[N:24][C:25]([N:28]3[CH2:33][CH2:32][N:31]([C:5](=[O:6])[CH:4]=[C:3]([C:8]([F:11])([F:10])[F:9])[C:2]([F:13])([F:12])[F:1])[CH2:30][CH2:29]3)=[CH:26][CH:27]=2)=[O:21])[CH2:16][CH2:15]1. Procedure details: Following the procedure of Example 9, making variations only as required to use 4,4,4-trifluoro-3-trifluoromethylbut-2-enoic acid in place of 2,5-dichlorobenzoic acid to react with 6-piperazin-1-yl-pyridazine-3-carboxylic acid (2-cyclopropylethyl)amide, the title compound was obtained as a white powder (45.4% yield). 1H NMR (CDCl3) δ 8.07, 7.97, 7.10, 7.01, 3.87-3.74, 3.58-3.50, 1.54-1.47, 0.78-0.68, 0.48-0.42, 0.10-0.05. 3C NMR(CDCl3)δ 162.8, 161.1, 159.8, 145.8, 135.2, 135.1, 127.3, 124.5, 112... The reactants are C(=O)O.NCCC1=CC=C(NC2CCN(CC2)C(=O)NCC2=CC=C(C=C2)NC(=O)NCCCCCC)C=C1 (4-[4-(2-Aminoethyl)anilino]-N-(4-{[(hexylamino)carbonyl]amino}benzyl)-1-piperidinecarboxamide formate), C(C)(C)(C)[Si](C1=CC=CC=C1)(C1=CC=CC=C1)OC1=CC=C(C=C1)OCC1OC1 (tert-butyl-(4-oxiranylmethoxy-phenoxy)-diphenyl-silane). Run in C(Cl)(Cl)Cl.CO (chloroform methanol). The product is C(CCCCC)NC(NC1=CC=C(CNC(=O)N2CCC(CC2)NC2=CC=C(C=C2)CCNC[C@@H](COC2=CC=C(C=C2)O)O)C=C1)=O (4-(4-{2-[(2S)-2-Hydroxy-3-(4-hydroxy-phenoxy)-propylamino]-ethyl}-phenylamino)-piperidine-1-carboxylic Acid 4-(3-hexyl-ureido)-benzylamide). Yield: 29.4%. RXN SMILES: C(O)=O.[NH2:4][CH2:5][CH2:6][C:7]1[CH:39]=[CH:38][C:10]([NH:11][CH:12]2[CH2:17][CH2:16][N:15]([C:18]([NH:20][CH2:21][C:22]3[CH:27]=[CH:26][C:25]([NH:28][C:29]([NH:31][CH2:32][CH2:33][CH2:34][CH2:35][CH2:36][CH3:37])=[O:30])=[CH:24][CH:23]=3)=[O:19])[CH2:14][CH2:13]2)=[CH:9][CH:8]=1.C([Si]([O:57][C:58]1[CH:63]=[CH:62][C:61]([O:64][CH2:65][CH:66]2[CH2:68][O:67]2)=[CH:60][CH:59]=1)(C1C=CC=CC=1)C1C=CC=CC=1)(C)(C)C>C(Cl)(Cl)Cl.CO>[CH2:32]([NH:31][C:29](=[O:30])[NH:28][C:25]1[CH:26]=[CH:27][C:22]([CH2:21][NH:20][C:18]([N:15]2[CH2:16][CH2:17][CH:12]([NH:11][C:10]3[CH:9]=[CH:8][C:7]([CH2:6][CH2:5][NH:4][CH2:68][C@H:66]([OH:67])[CH2:65][O:64][C:61]4[CH:62]=[CH:63][C:58]([OH:57])=[CH:59][CH:60]=4)=[CH:39][CH:38]=3)[CH2:13][CH2:14]2)=[O:19])=[CH:23][CH:24]=1)[CH2:33][CH2:34][CH2:35][CH2:36][CH3:37] |f:0.1,3.4|. Reported procedure: 4-[4-(2-Aminoethyl)anilino]-N-(4-{[(hexylamino)carbonyl]amino}benzyl)-1-piperidinecarboxamide formate (0.29 g, 0.54 mmol) was reacted with tert-butyl-(4-oxiranylmethoxy-phenoxy)-diphenyl-silane (0.220 g, 0.54 mmol) according to Procedure G (eluant: 20:1 going to 10:1 chloroform-methanol) to give the title compound (0.143 g, 0.159 mmol). Starting materials: BrCC (bromoethane), C(=O)([O-])[O-].[Cs+].[Cs+] (Cs2CO3), C(C)OC(=O)C1=COC2=C1C=CC(=C2)O (6-Hydroxy-benzofuran-3-carboxylic acid ethyl ester). Solvent: CN(C)C=O (DMF). Reaction conditions: temperature 100 celsius, time 2 hour. The product is C(C)OC(=O)C1=COC2=C1C=CC(=C2)OCC (6-Ethoxy-benzofuran-3-carboxylic acid ethyl ester). RXN SMILES: [CH2:1]([O:3][C:4]([C:6]1[C:10]2[CH:11]=[CH:12][C:13]([OH:15])=[CH:14][C:9]=2[O:8][CH:7]=1)=[O:5])[CH3:2].Br[CH2:17][CH3:18].C([O-])([O-])=O.[Cs+].[Cs+]>CN(C=O)C>[CH2:1]([O:3][C:4]([C:6]1[C:10]2[CH:11]=[CH:12][C:13]([O:15][CH2:17][CH3:18])=[CH:14][C:9]=2[O:8][CH:7]=1)=[O:5])[CH3:2] |f:2.3.4|. Procedure details: 6-Hydroxy-benzofuran-3-carboxylic acid ethyl ester (26) (8 g, 39 mmol) is dissolved in 80 ml of DMF and after addition of bromoethane (5.8 ml, 78 mmol) and Cs2CO3 (15.2 g, 46.6 mmol) the mixture is stirred for 2 h at 100° C. After evaporation of the mixture at high vacuum, the residue is dissolved in ethyl acetate, washed with water and with brine, dried over sodium sulfate and evaporated under reduced pressure. The yellow solid is used in the next step without further purification. As a reaction SMILES: [Cl:1][C:2]1[CH:3]=[CH:4][C:5]([O:26][CH3:27])=[C:6]([C:8]([F:25])([C:12]2[CH:17]=[CH:16][C:15]([C:18]([F:21])([F:20])[F:19])=[CH:14][C:13]=2[N+:22]([O-:24])=[O:23])[C:9]([OH:11])=[O:10])[CH:7]=1.[CH3:28][CH:29]([NH2:36])[C:30]1[CH:35]=[CH:34][CH:33]=[CH:32][CH:31]=1>C(O)(C)C>[CH3:28][C@H:29]([NH2:36])[C:30]1[CH:35]=[CH:34][CH:33]=[CH:32][CH:31]=1.[Cl:1][C:2]1[CH:3]=[CH:4][C:5]([O:26][CH3:27])=[C:6]([C@@:8]([F:25])([C:12]2[CH:17]=[CH:16][C:15]([C:18]([F:20])([F:21])[F:19])=[CH:14][C:13]=2[N+:22]([O-:24])=[O:23])[C:9]([OH:11])=[O:10])[CH:7]=1. Procedure details: A 5-L three-necked round-bottomed flask, equipped with a mechanical stirrer and thermocouple, was charged with the racemic acid of Example 4 (392.87 g, 0.964 mol) and dissolved in isopropanol (2.0 L) to afford a light yellow solution. While stirring vigorously the reaction mixture was heated to 50° C. and then (S)-(α-methylbenzylamine was added over five minutes, causing the reaction tp turn slightly green in color. Heating was discontinued and a seed crystal was preferably added. Crystallizatio... Reactants: ClC=1C=CC(=C(C1)C(C(=O)O)(C1=C(C=C(C=C1)C(F)(F)F)[N+](=O)[O-])F)OC (5-Chloro-α-fluoro-2-methoxy-α-[2-nitro-4-(trifluoromethyl)-phenyl]benzeneacetic acid), CC(C1=CC=CC=C1)N (α-methylbenzylamine). Product: C[C@@H](C1=CC=CC=C1)N ((S)-α-methylbenzylamine), ClC=1C=CC(=C(C1)[C@](C(=O)O)(C1=C(C=C(C=C1)C(F)(F)F)[N+](=O)[O-])F)OC ((S)-(-)-5-Chloro-2-methoxy-α-fluoro-α-[2-nitro-4-(trifluoromethyl) phenyl]benzeneacetic acid). Run at temperature 50 celsius, time 15 minute. The solvent is C(C)(C)O (isopropanol). Isolated yield 41.0%. The reactants are COc1ccc(CBr)cc1OCc1c(C)cccc1C, [C-]#N, CCOC(C)=O, [Na+], CN(C)C=O. Product: COc1ccc(CC#N)cc1OCc1c(C)cccc1C. Reaction SMILES: [Br:1][CH2:2][c:3]1[cH:4][cH:5][c:6]([O:19][CH3:20])[c:7]([O:8][CH2:9][c:10]2[c:11]([CH3:17])[cH:12][cH:13][cH:14][c:15]2[CH3:16])[cH:18]1.[C-:21]#[N:22].[CH3:29][CH2:30][O:31][C:32]([CH3:33])=[O:34].[Na+:23].[O:24]=[CH:25][N:26]([CH3:27])[CH3:28]>>[CH2:2]([c:3]1[cH:4][cH:5][c:6]([O:19][CH3:20])[c:7]([O:8][CH2:9][c:10]2[c:11]([CH3:17])[cH:12][cH:13][cH:14][c:15]2[CH3:16])[cH:18]1)[C:21]#[N:22]. The reactants are N1N=NC=C1 (triazole), C(C)(C)(C)OC(=O)N1CCN(CCC1)C1=NC2=C(N1CCOS(=O)(=O)C)C=CC=C2 (1-(t-butoxycarbonyl)-4-(1-(2-methanesulfonyloxyethyl)-1H-benzimidazol-2-yl)[1,4]diazepane). Product: C(C)(C)(C)OC(=O)N1CCN(CCC1)C1=NC2=C(N1CCN1N=NC=C1)C=CC=C2 (1-(t-butoxycarbonyl)-4-(1-(2-(1H-triazol-1-yl)ethyl)-1H-benzimidazol-2-yl)[1,4]diazepane). RXN SMILES: [NH:1]1[CH:5]=[CH:4][N:3]=[N:2]1.[C:6]([O:10][C:11]([N:13]1[CH2:19][CH2:18][CH2:17][N:16]([C:20]2[N:24]([CH2:25][CH2:26]OS(C)(=O)=O)[C:23]3[CH:32]=[CH:33][CH:34]=[CH:35][C:22]=3[N:21]=2)[CH2:15][CH2:14]1)=[O:12])([CH3:9])([CH3:8])[CH3:7]>>[C:6]([O:10][C:11]([N:13]1[CH2:19][CH2:18][CH2:17][N:16]([C:20]2[N:24]([CH2:25][CH2:26][N:1]3[CH:5]=[CH:4][N:3]=[N:2]3)[C:23]3[CH:32]=[CH:33][CH:34]=[CH:35][C:22]=3[N:21]=2)[CH2:15][CH2:14]1)=[O:12])([CH3:7])([CH3:8])[CH3:9]. Procedure details: Prepare by the method of Preparation 28 using triazole (0.045 g, 1.13 mmol) and 1-(t-butoxycarbonyl)-4-(1-(2-methanesulfonyloxyethyl)-1H-benzimidazol-2-yl)[1,4]diazepane (0.33 g, 0.75 mmol) to give 1-(t-butoxycarbonyl)-4-(1-(2-(1H-triazol-1-yl)ethyl)-1H-benzimidazol-2-yl)[1,4]diazepane: Rf=0.32 (silica gel, 5% methanol/dichloromethane/0.5% concentrated aqueous ammonia). The reactants are CC=1C(=NC(=NC1C)Cl)N1C(C2=CC=CC(=C2CC1)F)C (5,6-dimethyl-2-chloro-4-(1-methyl-5-fluoro-1,2,3,4-tetrahydroisoquinolin-2-yl)pyrimidine), FC1=CC=C(N)C=C1 (4-fluoroaniline). Run in CN(C=O)C (dimethylformamide). The product is Cl.CC=1C(=NC(=NC1C)NC1=CC=C(C=C1)F)N1C(C2=CC=CC(=C2CC1)F)C (5,6-dimethyl-2-(4-fluorophenylamino)-4(1-methyl-5-fluoro-1,2,3,4-tetrahydroisoquinolin-2-yl)pyrimidine hydrochloride). Isolated yield 54.5%. RXN SMILES: [CH3:1][C:2]1[C:3]([N:10]2[CH2:19][CH2:18][C:17]3[C:12](=[CH:13][CH:14]=[CH:15][C:16]=3[F:20])[CH:11]2[CH3:21])=[N:4][C:5]([Cl:9])=[N:6][C:7]=1[CH3:8].[F:22][C:23]1[CH:29]=[CH:28][C:26]([NH2:27])=[CH:25][CH:24]=1>CN(C)C=O>[ClH:9].[CH3:1][C:2]1[C:3]([N:10]2[CH2:19][CH2:18][C:17]3[C:12](=[CH:13][CH:14]=[CH:15][C:16]=3[F:20])[CH:11]2[CH3:21])=[N:4][C:5]([NH:27][C:26]2[CH:28]=[CH:29][C:23]([F:22])=[CH:24][CH:25]=2)=[N:6][C:7]=1[CH3:8] |f:3.4|. Procedure details: The same procedures as in Step 2 of Example 3 above were repeated using 5,6-dimethyl-2-chloro-(1-methyl-5-fluoro-1,2,3,4-tetrahydroisoquinolin-2-yl)pyrimidine (0.1 g, 0.33 mmol) prepared in Step 1 above, dimethylformamide (5 ml), and 4-fluoroaniline (0.08 ml, 0.84 mmol) to afford 75 mg (54.5 %) of the titled compound.